describe an organic reaction: reactants, conditions, products, and yield From a dataset of the Open Reaction Database (ORD), a public repository of structured organic reaction records. Reactants: COC1=CC=C(C=C1)OC1=C(C=O)C=C(C=C1)F (2-(4-methoxy-phenyloxy)-5-fluoro-benzaldehyde), [Li+].C[Si](C)(C)[N-][Si](C)(C)C (LHMDS), C(C)(=O)Cl (acetyl chloride), Cl[Si](C)(C)C (chloro-trimethyl-silane). Solvent: C(C)N(CC)CC (triethylamine). The product is FC=1C=CC(=C(C1)C=NC(=C)O[Si](C)(C)C)OC1=CC=C(C=C1)OC (1-[5-fluoro-2-(4-methoxy-phenyloxy)-phenyl]-3-trimethylsilanyloxy-2-aza-1,3-butadiene). Reaction SMILES: [CH3:1][O:2][C:3]1[CH:8]=[CH:7][C:6]([O:9][C:10]2[CH:17]=[CH:16][C:15]([F:18])=[CH:14][C:11]=2[CH:12]=O)=[CH:5][CH:4]=1.[Li+].C[Si]([N-:24][Si](C)(C)C)(C)C.[C:29](Cl)(=[O:31])[CH3:30].Cl[Si:34]([CH3:37])([CH3:36])[CH3:35]>C(N(CC)CC)C>[F:18][C:15]1[CH:16]=[CH:17][C:10]([O:9][C:6]2[CH:7]=[CH:8][C:3]([O:2][CH3:1])=[CH:4][CH:5]=2)=[C:11]([CH:12]=[N:24][C:29]([O:31][Si:34]([CH3:37])([CH3:36])[CH3:35])=[CH2:30])[CH:14]=1 |f:1.2|. Procedure details: In a manner similar to the method described in Example 112b, 2-(4-methoxy-phenyloxy)-5-fluoro-benzaldehyde was treated with LHMDS, acetyl chloride, triethylamine and chloro-trimethyl-silane to give the desired compound, which was directly used for the next step. Reactants: N[C@@H](CC(=O)O)C(=O)O (L-aspartic acid), [Na] (sodium), N[C@@H](CC(=O)O)C(=O)O (aspartic acid), [OH-].[Na+] (NaOH). Run in O (water). Reaction conditions: temperature 150 celsius. Yields the product N[C@@H](CC(=O)[O-])C(=O)[O-].[Na+].[Na+] (disodium aspartate). Reaction SMILES: [NH2:1][C@H:2]([C:7]([OH:9])=[O:8])[CH2:3][C:4]([OH:6])=[O:5].[OH-].[Na+:11].[Na]>O>[NH2:1][C@H:2]([C:7]([O-:9])=[O:8])[CH2:3][C:4]([O-:6])=[O:5].[Na+:11].[Na+:11] |f:1.2,5.6.7,^1:11|. Reported procedure: A sample of 50 grams of L-aspartic acid was placed in a 1-liter beaker. To this, 50 ml of distilled water were added and magnetically stirred to form a slurry that contained 0.3755 moles of aspartic acid. Next, 75.1 ml of 10 N NaOH (Fisher Scientific) were slowly pipetted into the solution, thereby adding 0.751 moles of sodium (30.04 grams as NaOH). This solution was not lyophilizible, but was dried first at 120° C. for four hours to form a viscous liquid, then at 150° C. for four more hours whi...